This data is from the Open Reaction Database (ORD), a public repository of structured organic reaction records. The task is: describe an organic reaction: reactants, conditions, products, and yield Starting materials: CI, CN(C)C=O, CCOC(=O)c1cccc(NC(=O)c2cc(-c3ccc(F)cc3)oc2C)c1, [H-], [Na+], C1CCOC1, O. Yields the product CCOC(=O)c1cccc(N(C)C(=O)c2cc(-c3ccc(F)cc3)oc2C)c1. RXN SMILES: [CH3:30][I:31].[CH3:33][N:34]([CH3:35])[CH:36]=[O:37].[F:1][c:2]1[cH:3][cH:4][c:5](-[c:8]2[cH:9][c:10]([C:14](=[O:15])[NH:16][c:17]3[cH:18][c:19]([C:20](=[O:21])[O:22][CH2:23][CH3:24])[cH:25][cH:26][cH:27]3)[c:11]([CH3:13])[o:12]2)[cH:6][cH:7]1.[H-:28].[Na+:29].[O:38]1[CH2:39][CH2:40][CH2:41][CH2:42]1.[OH2:32]>>[F:1][c:2]1[cH:3][cH:4][c:5](-[c:8]2[cH:9][c:10]([C:14](=[O:15])[N:16]([c:17]3[cH:18][c:19]([C:20](=[O:21])[O:22][CH2:23][CH3:24])[cH:25][cH:26][cH:27]3)[CH3:30])[c:11]([CH3:13])[o:12]2)[cH:6][cH:7]1.